Dataset: the Open Reaction Database (ORD), a public repository of structured organic reaction records. Task: describe an organic reaction: reactants, conditions, products, and yield Starting materials: P(OCC)(OCC)OCC (triethyl phosphite), ClCC=1SC=CC1 (2-chloromethylthiophene). Reaction conditions: temperature 150 celsius. Product: S1C(=CC=C1)CP(OCC)(OCC)=O (diethyl 2-thienylmethylphosphonate). RXN SMILES: [P:1]([O:8][CH2:9][CH3:10])([O:5][CH2:6][CH3:7])[O:2]CC.Cl[CH2:12][C:13]1[S:14][CH:15]=[CH:16][CH:17]=1>>[S:14]1[CH:15]=[CH:16][CH:17]=[C:13]1[CH2:12][P:1](=[O:2])([O:5][CH2:6][CH3:7])[O:8][CH2:9][CH3:10]. Procedure: Following the general procedure for carrying out the Arbuzov reaction (reference cite: Chem. Rev. 81, 415, 1981) 0.1 mole (17.5 ml) of triethyl phosphite and 0.1 mole (13.2 g) of 2-chloromethylthiophene were combined and heated under N2 at 150° C. for 5 hours. The reaction mixture was cooled and partitioned between 100 ml methylene chloride and 50 ml. water. The organic phase was separated, washed with saturated NaHCO3 solution, dried over magnesium sulfate and concentrated under vacuum to yield... Reactants: BrCCCCCBr, CCOC(=O)C(C)C, C1CCOC1, CC(C)[N-]C(C)C, [Li+]. The product is CCOC(=O)C(C)(C)CCCCCBr. Reaction SMILES: [Br:9][CH2:10][CH2:11][CH2:12][CH2:13][CH2:14][Br:15].[C:16]([CH:17]([CH3:18])[CH3:19])(=[O:20])[O:21][CH2:22][CH3:23].[CH2:24]1[O:25][CH2:26][CH2:27][CH2:28]1.[CH:1]([N-:2][CH:3]([CH3:4])[CH3:5])([CH3:6])[CH3:7].[Li+:8]>>[CH2:10]([CH2:11][CH2:12][CH2:13][CH2:14][Br:15])[C:17]([C:16](=[O:20])[O:21][CH2:22][CH3:23])([CH3:18])[CH3:19]. Starting materials: Cl.ClC1=C(OCCOC(=O)C2=C(NC=3CN(CC(C3C2C2=C(C(=C(C(=C2F)F)F)F)F)=O)CC2=CC=CC=C2)C)C=CC=C1Cl (1,4,5,6,7,8-hexahydro-2-methyl-5-oxo-7-(phenylmethyl)-4-(pentafluorophenyl)-1,7-naphthyridine-3-carboxylic acid 2-(2,3-dichlorophenoxy)ethyl ester hydrochloride), CO (methanol), Cl (hydrochloric acid), [H][H] (hydrogen). Reagents/catalysts: [Pd] (palladium on carbon). The solvent is O (water). Conditions: time 3 day. Product: ClC1=C(OCCOC(=O)C2=C(NC=3CNCC(C3C2C2=C(C(=C(C(=C2F)F)F)F)F)=O)C)C=CC=C1Cl (1,4,5,6,7,8-Hexahydro-2-methyl-5-oxo-4-(pentafluorophenyl)-1,7-naphthyridine-3-carboxylic acid 2-(2,3-dichlorophenoxy)ethyl ester). Reaction SMILES: Cl.[Cl:2][C:3]1[C:44]([Cl:45])=[CH:43][CH:42]=[CH:41][C:4]=1[O:5][CH2:6][CH2:7][O:8][C:9]([C:11]1[CH:20]([C:21]2[C:26]([F:27])=[C:25]([F:28])[C:24]([F:29])=[C:23]([F:30])[C:22]=2[F:31])[C:19]2[C:18](=[O:32])[CH2:17][N:16](CC3C=CC=CC=3)[CH2:15][C:14]=2[NH:13][C:12]=1[CH3:40])=[O:10].CO.Cl.[H][H]>[Pd].O>[Cl:2][C:3]1[C:44]([Cl:45])=[CH:43][CH:42]=[CH:41][C:4]=1[O:5][CH2:6][CH2:7][O:8][C:9]([C:11]1[CH:20]([C:21]2[C:22]([F:31])=[C:23]([F:30])[C:24]([F:29])=[C:25]([F:28])[C:26]=2[F:27])[C:19]2[C:18](=[O:32])[CH2:17][NH:16][CH2:15][C:14]=2[NH:13][C:12]=1[CH3:40])=[O:10] |f:0.1|. Procedure: The hydrochloride from above (10 g), 500 ml of methanol, 25 ml of water, 5 ml of concentrated hydrochloric acid and 0.5 g of 10% palladium on carbon were shaken with hydrogen (45 psig initial pressure) for 4 hours. The catalyst was separated and the solution was evaporated to dryness. The residue was dissolved in ethyl acetate and shaken with dilute sodium hydroxide solution. The ethyl acetate solution was dried over magnesium sulfate, then evaporated to dryness. The residue was dissolved in met... Reactants: BrCC1=CC=C(C=C1)CBr (α, α'-dibromo-p-xylene), CC1(NC(CC(C1)O)(C)C)C (2, 2, 6, 6-tetramethyl-4-hydroxypiperidine). Solvent: COCCOCCOC (diglyme). The product is C1(=CC=C(C=C1)CN1C(CC(CC1(C)C)O)(C)C)CN1C(CC(CC1(C)C)O)(C)C (1'-(p-phenylenedimethylene) bis(2, 2, 6, 6-tetramethyl-4-piperidinol)). Reaction SMILES: Br[CH2:2][C:3]1[CH:8]=[CH:7][C:6]([CH2:9]Br)=[CH:5][CH:4]=1.[CH3:11][C:12]1([CH3:21])[CH2:17][CH:16]([OH:18])[CH2:15][C:14]([CH3:20])([CH3:19])[NH:13]1>COCCOCCOC>[C:6]1([CH2:9][N:13]2[C:14]([CH3:19])([CH3:20])[CH2:15][CH:16]([OH:18])[CH2:17][C:12]2([CH3:21])[CH3:11])[CH:7]=[CH:8][C:3]([CH2:2][N:13]2[C:14]([CH3:20])([CH3:19])[CH2:15][CH:16]([OH:18])[CH2:17][C:12]2([CH3:21])[CH3:11])=[CH:4][CH:5]=1. Procedure: In a 500 -milliliter, round-bottomed flask are placed 11.4 grams of α, α'-dibromo-p-xylene, 25.2 grams of 2, 2, 6, 6-tetramethyl-4-hydroxypiperidine and 120 milliliters of diglyme (dimethyl ether of diethylene glycol). The contents are refluxed for 19 hours with vigorous stirring and filtered hot. The diglyme from the filtrate is removed by distillation. The remaining solid is washed with methanol. The solid is then washed repeatedly with ether. The 1, 1'-(p-phenylenedimethylene) bis(2, 2, 6, 6-... Run in C(C)#N (acetonitrile). Reaction SMILES: C([O:4][C:5]1[CH:10]=[CH:9][C:8]([N:11]2[C:20]([CH:21]=[O:22])=[CH:19][C:18](=[O:23])[C:13]([C:14]([O:16]C)=[O:15])=[CH:12]2)=[C:7]([CH3:24])[CH:6]=1)(=O)C.Cl.C(=O)([O-])O.[Na+].[Cl-].[Na+]>C(#N)C>[CH:21]([C:20]1[N:11]([C:8]2[CH:9]=[CH:10][C:5]([OH:4])=[CH:6][C:7]=2[CH3:24])[CH:12]=[C:13]([C:18](=[O:23])[CH:19]=1)[C:14]([OH:16])=[O:15])=[O:22] |f:2.3,4.5|. The reactants are [Cl-].[Na+] (sodium chloride), C(C)(=O)OC1=CC(=C(C=C1)N1C=C(C(=O)OC)C(C=C1C=O)=O)C (methyl 1-(4-acetoxy-2-methylphenyl)-6-formyl-4-oxo-1,4-dihydronicotinate), Cl (hydrochloric acid), C(O)([O-])=O.[Na+] (sodium hydrogencarbonate). Product: C(=O)C=1N(C=C(C(=O)O)C(C1)=O)C1=C(C=C(C=C1)O)C (6-formyl-1-(4-hydroxy-2-methylphenyl)-4-oxo-1,4-dihydronicotinic acid). Procedure: To 0.95 g of methyl 1-(4-acetoxy-2-methylphenyl)-6-formyl-4-oxo-1,4-dihydronicotinate was added 5 ml of 6N hydrochloric acid, and they were reacted at 100° C. for one hour. The reaction mixture was cooled to room temperature, and adjusted to a pH of 7.5 with a saturated aqueous sodium hydrogencarbonate solution. Then, 100 ml of acetonitrile was added, and the aqueous layer was saturated with sodium chloride. The organic layer was separated, washed with a saturated aqueous solution of sodium chlo... The yield is 76.1%.